This data is from the Open Reaction Database (ORD), a public repository of structured organic reaction records. The task is: describe an organic reaction: reactants, conditions, products, and yield Reactants: C1=CC=CC=2C3=CC=CC=C3C(C12)COC(=O)Cl (9-fluorenylmethoxycarbonyl chloride), [S-]C#N.[K+] (potassium thiocyanate), N (ammonia), C(C)O (ethanol). Procedure: To a suspension of potassium thiocyanate (8.55 g, 88 mmol) in ethyl acetate (100 mL) cooled to 0° C. was added dropwise a solution of 9-fluorenylmethoxycarbonyl chloride (20.7 g, 80 mmol) in ethyl acetate (100 mL) over a period of 15 min. The resulting suspension was allowed to warm to ambient temperature overnight with stirring. The formed solid was filtered off and the filtrate was concentrated in vacuo to afford an orange oil. Without further purification, the oil was dissolved in ethanol (50... RXN SMILES: [S-:1][C:2]#[N:3].[K+].[CH:5]1[C:17]2[CH:16]([CH2:18][O:19][C:20](Cl)=[O:21])[C:15]3[C:10](=[CH:11][CH:12]=[CH:13][CH:14]=3)[C:9]=2[CH:8]=[CH:7][CH:6]=1.[NH3:23].C(O)C>C(OCC)(=O)C>[C:20]([NH:3][C:2]([NH2:23])=[S:1])([O:19][CH2:18][CH:16]1[C:15]2[C:10](=[CH:11][CH:12]=[CH:13][CH:14]=2)[C:9]2[C:17]1=[CH:5][CH:6]=[CH:7][CH:8]=2)=[O:21] |f:0.1|. Solvent: C(C)(=O)OCC (ethyl acetate), C(C)(=O)OCC (ethyl acetate). Conditions: temperature 0 celsius. The product is C(=O)(OCC1C2=CC=CC=C2C2=CC=CC=C12)NC(=S)N (N-Fmoc-thiourea). Reactants: BrCCOC1=CC=C(C=C1)\C(=C(\C(F)(F)F)/C1=CC=CC=C1)\C1=CC=CC=C1 ((E)-1-[4-(2-bromoethoxy)-phenyl]-1,2-diphenyl-3,3,3-trifluoro-propene), C1(=CC=C(C=C1)S(=O)(=O)O)C (p-toluenesulfonic acid), C(CCCCC)N (n-hexylamine). Solvent: C(C)(C)O (isopropanol), COCCO (2-methoxyethanol). Conditions: time 30 minute. Yields the product S(=O)(=O)(O)C1=CC=C(C)C=C1.C1(=CC=CC=C1)/C(=C(\C(F)(F)F)/C1=CC=CC=C1)/C1=CC=C(C=C1)OCCNCCCCCC ((E)-1,2-diphenyl-3,3,3-trifluoro-1-[4-(2-hexylamino-ethoxy)-phenyl]-propene tosylate). Yield: 66.9%. As a reaction SMILES: Br[CH2:2][CH2:3][O:4][C:5]1[CH:10]=[CH:9][C:8](/[C:11](/[C:23]2[CH:28]=[CH:27][CH:26]=[CH:25][CH:24]=2)=[C:12](\[C:17]2[CH:22]=[CH:21][CH:20]=[CH:19][CH:18]=2)/[C:13]([F:16])([F:15])[F:14])=[CH:7][CH:6]=1.[CH2:29]([NH2:35])[CH2:30][CH2:31][CH2:32][CH2:33][CH3:34].[C:36]1([CH3:46])[CH:41]=[CH:40][C:39]([S:42]([OH:45])(=[O:44])=[O:43])=[CH:38][CH:37]=1>COCCO.C(O)(C)C>[S:42]([C:39]1[CH:40]=[CH:41][C:36]([CH3:46])=[CH:37][CH:38]=1)([OH:45])(=[O:44])=[O:43].[C:23]1(/[C:11](/[C:8]2[CH:9]=[CH:10][C:5]([O:4][CH2:3][CH2:2][NH:35][CH2:29][CH2:30][CH2:31][CH2:32][CH2:33][CH3:34])=[CH:6][CH:7]=2)=[C:12](/[C:17]2[CH:22]=[CH:21][CH:20]=[CH:19][CH:18]=2)\[C:13]([F:16])([F:15])[F:14])[CH:28]=[CH:27][CH:26]=[CH:25][CH:24]=1 |f:5.6|. Procedure: 2.23 g (5 mmoles) of (E)-1-[4-(2-bromoethoxy)-phenyl]-1,2-diphenyl-3,3,3-trifluoro-propene, prepared as described in Example 7, are dissolved in a mixture of 5.0 g (50 mmoles) of n-hexylamine and 10 ml of 2-methoxyethanol. The mixture is boiled for 30 minutes, then evaporated, and the residue is passed through a chromatographic column filled with 50 g of silica gel. The column is eluted with benzene. The fractions which are chromatographically uniform are combined and evaporated, the residue is ...